Dataset: the Open Reaction Database (ORD), a public repository of structured organic reaction records. Task: describe an organic reaction: reactants, conditions, products, and yield Reactants: CC(=O)O[BH-](OC(C)=O)OC(C)=O, CC(=O)O, ClCCCl, CCOC(=O)CCc1ccc(N)cc1F, [Na+], [Na+], O=C([O-])O, O=Cc1ccc(Cn2nc(-c3ccc(C(F)(F)F)cc3)cc2CCc2ccccc2)cc1. The product is CCOC(=O)CCc1ccc(NCc2ccc(Cn3nc(-c4ccc(C(F)(F)F)cc4)cc3CCc3ccccc3)cc2)cc1F. As a reaction SMILES: [C:52]([O:53][BH-:54]([O:55][C:56](=[O:57])[CH3:58])[O:59][C:60](=[O:61])[CH3:62])(=[O:63])[CH3:64].[CH3:48][C:49](=[O:50])[OH:51].[Cl:71][CH2:72][CH2:73][Cl:74].[NH2:33][c:34]1[cH:35][c:36]([F:47])[c:37]([CH2:40][CH2:41][C:42](=[O:43])[O:44][CH2:45][CH3:46])[cH:38][cH:39]1.[Na+:65].[Na+:66].[OH:67][C:68](=[O:69])[O-:70].[c:1]1([CH2:7][CH2:8][c:9]2[cH:10][c:11](-[c:23]3[cH:24][cH:25][c:26]([C:29]([F:30])([F:31])[F:32])[cH:27][cH:28]3)[n:12][n:13]2[CH2:14][c:15]2[cH:16][cH:17][c:18]([CH:19]=[O:20])[cH:21][cH:22]2)[cH:2][cH:3][cH:4][cH:5][cH:6]1>>[c:1]1([CH2:7][CH2:8][c:9]2[cH:10][c:11](-[c:23]3[cH:24][cH:25][c:26]([C:29]([F:30])([F:31])[F:32])[cH:27][cH:28]3)[n:12][n:13]2[CH2:14][c:15]2[cH:16][cH:17][c:18]([CH2:19][NH:33][c:34]3[cH:35][c:36]([F:47])[c:37]([CH2:40][CH2:41][C:42](=[O:43])[O:44][CH2:45][CH3:46])[cH:38][cH:39]3)[cH:21][cH:22]2)[cH:2][cH:3][cH:4][cH:5][cH:6]1. Starting materials: CC(C)(C)OC(=O)Nc1cccc(OCCCN(Cc2cccc(C(F)(F)F)c2Cl)CC(c2ccccc2)c2ccccc2)c1, Cl, C1COCCO1. RXN SMILES: [C:1]([O:2][C:3](=[O:4])[NH:7][c:8]1[cH:9][c:10]([O:14][CH2:15][CH2:16][CH2:17][N:18]([CH2:19][CH:20]([c:21]2[cH:22][cH:23][cH:24][cH:25][cH:26]2)[c:27]2[cH:28][cH:29][cH:30][cH:31][cH:32]2)[CH2:33][c:34]2[c:35]([Cl:44])[c:36]([C:40]([F:41])([F:42])[F:43])[cH:37][cH:38][cH:39]2)[cH:11][cH:12][cH:13]1)([CH3:5])([CH3:6])[CH3:45].[ClH:46].[O:47]1[CH2:48][CH2:49][O:50][CH2:51][CH2:52]1>>[NH2:7][c:8]1[cH:9][c:10]([O:14][CH2:15][CH2:16][CH2:17][N:18]([CH2:19][CH:20]([c:21]2[cH:22][cH:23][cH:24][cH:25][cH:26]2)[c:27]2[cH:28][cH:29][cH:30][cH:31][cH:32]2)[CH2:33][c:34]2[c:35]([Cl:44])[c:36]([C:40]([F:41])([F:42])[F:43])[cH:37][cH:38][cH:39]2)[cH:11][cH:12][cH:13]1. Product: Nc1cccc(OCCCN(Cc2cccc(C(F)(F)F)c2Cl)CC(c2ccccc2)c2ccccc2)c1. Reactants: BrCc1cccnc1, Sc1ccc(Br)cc1, Br, O=C([O-])[O-], CC(C)=O, [K+], [K+]. Product: Brc1ccc(SCc2cccnc2)cc1. As a reaction SMILES: [Br:10][CH2:11][c:12]1[cH:13][n:14][cH:15][cH:16][cH:17]1.[Br:1][c:2]1[cH:3][cH:4][c:5]([SH:8])[cH:6][cH:7]1.[BrH:9].[C:18](=[O:19])([O-:20])[O-:21].[CH3:24][C:25](=[O:26])[CH3:27].[K+:22].[K+:23]>>[Br:1][c:2]1[cH:3][cH:4][c:5]([S:8][CH2:11][c:12]2[cH:13][n:14][cH:15][cH:16][cH:17]2)[cH:6][cH:7]1. Reactants: ClCC(CCC=1C=NC=CC1)O ((±)-α-(chloromethyl)-3-pyridinepropanol), CC1=C(C(=CC(=C1)O)C)C1=CC=CC=C1 (2,6-dimethylbiphenyl-4-ol), [OH-].[Na+] (sodium hydroxide). Solvent: C(C)O (ethanol). Product: CC1=C(C(=CC(=C1)OCC(CCC=1C=NC=CC1)O)C)C1=CC=CC=C1 ((±)-1-(2,6-Dimethylbiphenyl-4-yloxy)-4-(3-pyridyl)-2-butanol). Yield: 55.0%. As a reaction SMILES: Cl[CH2:2][CH:3]([OH:12])[CH2:4][CH2:5][C:6]1[CH:7]=[N:8][CH:9]=[CH:10][CH:11]=1.[CH3:13][C:14]1[CH:19]=[C:18]([OH:20])[CH:17]=[C:16]([CH3:21])[C:15]=1[C:22]1[CH:27]=[CH:26][CH:25]=[CH:24][CH:23]=1.[OH-].[Na+]>C(O)C>[CH3:21][C:16]1[CH:17]=[C:18]([O:20][CH2:2][CH:3]([OH:12])[CH2:4][CH2:5][C:6]2[CH:7]=[N:8][CH:9]=[CH:10][CH:11]=2)[CH:19]=[C:14]([CH3:13])[C:15]=1[C:22]1[CH:27]=[CH:26][CH:25]=[CH:24][CH:23]=1 |f:2.3|. Procedure: Prepared according to the method described in Example 24b) from (±)-α-(chloromethyl)-3-pyridinepropanol (0.70 g), 2,6-dimethylbiphenyl-4-ol (0.79 g), ethanol (15 ml) and aqueous sodium hydroxide (1.9 M, 2.5 ml). After work up the residue was purified by column chromatography over silica with ethyl acetate to give the title compound as a solid (0.72 g).